This data is from the Open Reaction Database (ORD), a public repository of structured organic reaction records. The task is: describe an organic reaction: reactants, conditions, products, and yield Reactants: BrC1=CC(=C(C(=O)O)C(=C1)F)F (4-bromo-2,6-difluorobenzoic acid), C[Si](C)(C)C=[N+]=[N-] (trimethylsilyldiazomethane), CC(=O)O (AcOH). The solvent is CO (MeOH). Yields the product BrC1=CC(=C(C(=O)OC)C(=C1)F)F (methyl 4-bromo-2,6-difluorobenzoate). Isolated yield 47.0%. Reaction SMILES: [Br:1][C:2]1[CH:10]=[C:9]([F:11])[C:5]([C:6]([OH:8])=[O:7])=[C:4]([F:12])[CH:3]=1.[CH3:13][Si](C=[N+]=[N-])(C)C.CC(O)=O>CO>[Br:1][C:2]1[CH:3]=[C:4]([F:12])[C:5]([C:6]([O:8][CH3:13])=[O:7])=[C:9]([F:11])[CH:10]=1. Procedure: To a solution of 4-bromo-2,6-difluorobenzoic acid (800 mg, 3.38 mmol) in MeOH (11 mL) at room temperature, trimethylsilyldiazomethane (5.63 mL, 3.38 mmol) was slowly added until yellow solution was turned on. The small amount of AcOH was added until yellow color disappered. All volatile materials were removed in vacuo yielding methyl 4-bromo-2,6-difluorobenzoate (47%). LCMS (m/z): 251.1 (MH+), 0.86 min. Starting materials: ClC=1N(C(C=C(N1)C1=NC=NC=C1)=O)C (2-chloro-1-methyl-1H-[4,4′]bipyrimidinyl-6-one), Cl (hydrochloric acid), aqueous solution, [OH-].[Na+] (sodium hydroxide). Run in O1CCOCC1 (1,4-dioxane). Run at temperature 85 celsius, time 18 hour. Product: OC=1N(C(C=C(N1)C1=NC=NC=C1)=O)C (2-Hydroxy-1-methyl-1H-[4,4′]bipyrimidinyl-6-one), solid. The yield is 79.0%. Reaction SMILES: Cl[C:2]1[N:3]([CH3:15])[C:4](=[O:14])[CH:5]=[C:6]([C:8]2[CH:13]=[CH:12][N:11]=[CH:10][N:9]=2)[N:7]=1.[OH-:16].[Na+].Cl>O1CCOCC1>[OH:16][C:2]1[N:3]([CH3:15])[C:4](=[O:14])[CH:5]=[C:6]([C:8]2[CH:13]=[CH:12][N:11]=[CH:10][N:9]=2)[N:7]=1 |f:1.2|. Reported procedure: To a mixture of 2-chloro-1-methyl-1H-[4,4′]bipyrimidinyl-6-one (20 g, 90 mmol) in 1,4-dioxane (200 ml) was added 5N aqueous solution of sodium hydroxide (100 ml) at room temperature. The resulting mixture was heated to 85° C. and stirred for 18 hours. After cooling to room temperature, the reaction mixture was neutralized by the addition of 1N aqueous hydrochloric acid. The resulting solid was collected by filtration and washed by ethyl acetate. 2-Hydroxy-1-methyl-1H-[4,4′]bipyrimidinyl-6-one wa... The reactants are OC=1C(C=C(OC1)CNS(=O)(=O)C1=CC=CC=C1)=O (N-(5-hydroxy-4-oxo-4H-pyran-2-ylmethyl)-benzene sulfonamide), C=O (formaldehyde), [OH-].[Na+] (NaOH). Run in O1CCOCC1 (dioxane). Conditions: time 6 hour. Yields the product OC=1C(C=C(OC1CO)CNS(=O)(=O)C1=CC=CC=C1)=O (N-(5-hydroxy-6-hydroxymethyl-4-oxo-4H-pyran-2-ylmethyl)-benzene sulfonamide). Isolated yield 38.5%. As a reaction SMILES: [OH:1][C:2]1[C:3](=[O:19])[CH:4]=[C:5]([CH2:8][NH:9][S:10]([C:13]2[CH:18]=[CH:17][CH:16]=[CH:15][CH:14]=2)(=[O:12])=[O:11])[O:6][CH:7]=1.[CH2:20]=[O:21].[OH-].[Na+]>O1CCOCC1>[OH:1][C:2]1[C:3](=[O:19])[CH:4]=[C:5]([CH2:8][NH:9][S:10]([C:13]2[CH:14]=[CH:15][CH:16]=[CH:17][CH:18]=2)(=[O:12])=[O:11])[O:6][C:7]=1[CH2:20][OH:21] |f:2.3|. Procedure details: To a stirred solution of N-(5-hydroxy-4-oxo-4H-pyran-2-ylmethyl)-benzene sulfonamide (8-01) (1.1 g, 3.92 mmol) in dioxane (20 mL) were added 37% formaldehyde solution (0.47 mL, 4.69 mmol) and aqueous NaOH (1.95 mL, 3.92 mmol, 2M) and the mixture was stirred for 6 h at room temperature. After completion of the reaction, it was concentrated under vacuum to get a crude compound. It was then purified using normal column chromatography to get N-(5-hydroxy-6-hydroxymethyl-4-oxo-4H-pyran-2-ylmethyl)-be... The reactants are BrC1=C(C=C(N)C=C1)C (4-Bromo-3-methylaniline), BrCC(=O)Cl (bromoacetyl chloride). Solvent: [OH-].[Na+] (sodium hydroxide), ClCCl (dichloromethane). Conditions: time 15 minute. The product is BrCC(=O)NC1=CC(=C(C=C1)Br)C (2-bromo-N-(4-bromo-3-methylphenyl)acetamide). The yield is 70.6%. RXN SMILES: [Br:1][C:2]1[CH:8]=[CH:7][C:5]([NH2:6])=[CH:4][C:3]=1[CH3:9].[Br:10][CH2:11][C:12](Cl)=[O:13]>[OH-].[Na+].ClCCl>[Br:10][CH2:11][C:12]([NH:6][C:5]1[CH:7]=[CH:8][C:2]([Br:1])=[C:3]([CH3:9])[CH:4]=1)=[O:13] |f:2.3|. Procedure: 4-Bromo-3-methylaniline (10.08 g, 54.18 mmol) in 2N sodium hydroxide (200 mL) was treated with bromoacetyl chloride (5.00 mL, 60.8 mmol) as a solution in dichloromethane (200 mL) dropwise. After 15 minutes, the layers were separated. The organic phase was washed with 1N hydrochloric acid, dried (Na2SO4), filtered, and the filtrate concentrated under reduced pressure to provide 11.75 g (71%) of the title compound as a tan solid. 1H NMR (300 MHz, CDCl3) δ 2.39 (s, 3H), 4.01 (s, 2H), 7.23 (m, 1H), ... Starting materials: COC[C@@H](OC=1C=C(C(=O)O)C=C(C1)OC1=CC(=CC=C1)OC)C (3-{(1S)-2-methoxy-(methylethyl)oxy}-5-{[3-methoxy-phenyl]oxy}benzoic acid), COC1=CC=C(C=C1)B(O)O (4-methoxyphenylboronic acid), NC=1SC=C(N1)CC(=O)OCC (ethyl 2-aminothiazol-4-ylacetate). Yields the product C(C)OC(CC=1N=C(SC1)NC(C1=CC(=CC(=C1)O[C@H](COC)C)OC1=CC=C(C=C1)OC)=O)=O ({2-[3-(4-Methoxy-phenoxy)-5-((S)-2-methoxy-1-methyl-ethoxy)-benzoylamino]-thiazol-4-yl}-acetic acid ethyl ester). Reaction SMILES: [CH3:1][O:2][CH2:3][C@H:4]([CH3:24])[O:5][C:6]1[CH:7]=[C:8]([CH:12]=[C:13]([O:15][C:16]2[CH:21]=[CH:20][CH:19]=[C:18](OC)[CH:17]=2)[CH:14]=1)[C:9]([OH:11])=O.[CH3:25][O:26]C1C=CC(B(O)O)=CC=1.[NH2:36][C:37]1[S:38][CH:39]=[C:40]([CH2:42][C:43]([O:45][CH2:46][CH3:47])=[O:44])[N:41]=1>>[CH2:46]([O:45][C:43](=[O:44])[CH2:42][C:40]1[N:41]=[C:37]([NH:36][C:9](=[O:11])[C:8]2[CH:7]=[C:6]([O:5][C@@H:4]([CH3:24])[CH2:3][O:2][CH3:1])[CH:14]=[C:13]([O:15][C:16]3[CH:17]=[CH:18][C:19]([O:26][CH3:25])=[CH:20][CH:21]=3)[CH:12]=2)[S:38][CH:39]=1)[CH3:47]. Procedure: {2-[3-(4-Methoxy-phenoxy)-5-((S)-2-methoxy-1-methyl-ethoxy)-benzoylamino]-thiazol-4-yl}-acetic acid ethyl ester was prepared from 3-{(1S)-2-methoxy-(methylethyl)oxy}-5-{[3-methoxy-phenyl]oxy}benzoic acid (prepared in analogy to the method described in general synthetic descriptions F, using 4-methoxyphenylboronic acid in step D)) and ethyl 2-aminothiazol-4-ylacetate following synthetic description A.